From a dataset of the Open Reaction Database (ORD), a public repository of structured organic reaction records. describe an organic reaction: reactants, conditions, products, and yield Starting materials: P(=O)(OCCCC)(OCCCC)OCCCC (tributyl phosphate), 46, COC([O-])=O.C[NH+]1C(N(C(C1)C)C)C (1,2,3,4-tetramethylimidazolinium methylcarbonate salt), O (water), P(=O)(OCCCC)(OCCCC)OCCCC (tributyl phosphate). The solvent is CO (methanol), CO (methanol). Run at temperature 100 celsius, time 20 hour. Yields the product C(CCC)OP(=O)(OCCCC)[O-].C[NH+]1C(N(C(C1)C)C)C (1,2,3,4-tetramethylimidazolinium dibutyl phosphate). Reaction SMILES: [P:1]([O:13]CCCC)([O:8][CH2:9][CH2:10][CH2:11][CH3:12])([O:3][CH2:4][CH2:5][CH2:6][CH3:7])=[O:2].COC(=O)[O-].[CH3:23][NH+:24]1[CH2:28][CH:27]([CH3:29])[N:26]([CH3:30])[CH:25]1[CH3:31].O>CO>[CH2:9]([O:8][P:1]([O-:13])([O:3][CH2:4][CH2:5][CH2:6][CH3:7])=[O:2])[CH2:10][CH2:11][CH3:12].[CH3:23][NH+:24]1[CH2:28][CH:27]([CH3:29])[N:26]([CH3:30])[CH:25]1[CH3:31] |f:1.2,5.6|. Procedure: By adding 62 parts of tributyl phosphate to the above-described methanol solution of 46 parts of 1,2,3,4-tetramethylimidazolinium methylcarbonate salt, followed by addition of 5.4 parts of water and stirring at 100° C. for 20 hours, tributyl phosphate was hydrolyzed and a salt exchange reaction was carried out to obtain a methanol solution of 1,2,3,4-tetramethylimidazolinium dibutyl phosphate monoanion. The above-described solution was heated under reduced pressure of 1.0 kPa or less at 50° C. t... Reactants: CC(CC(C)(C)C)Oc1cccc2ccc(Cl)nc12, NCCCO. Yields the product CC(CC(C)(C)C)Oc1cccc2ccc(NCCCO)nc12. Reaction SMILES: [Cl:1][c:2]1[n:3][c:4]2[c:5]([O:12][CH:13]([CH2:14][C:15]([CH3:16])([CH3:17])[CH3:18])[CH3:19])[cH:6][cH:7][cH:8][c:9]2[cH:10][cH:11]1.[NH2:20][CH2:21][CH2:22][CH2:23][OH:24]>>[c:2]1([NH:20][CH2:21][CH2:22][CH2:23][OH:24])[n:3][c:4]2[c:5]([O:12][CH:13]([CH2:14][C:15]([CH3:16])([CH3:17])[CH3:18])[CH3:19])[cH:6][cH:7][cH:8][c:9]2[cH:10][cH:11]1. Starting materials: Cc1nc(Br)c([N+](=O)[O-])c(=O)[nH]1, CCN(C(C)C)C(C)C, CN(C)C=O, c1ccc(C2CCNCC2)cc1. Yields the product Cc1nc(N2CCC(c3ccccc3)CC2)c([N+](=O)[O-])c(=O)[nH]1. Reaction SMILES: [Br:1][c:2]1[c:3]([N+:10](=[O:11])[O-:12])[c:4](=[O:9])[nH:5][c:6]([CH3:8])[n:7]1.[CH2:25]([N:26]([CH:27]([CH3:28])[CH3:29])[CH:30]([CH3:31])[CH3:32])[CH3:33].[CH3:34][N:35]([CH3:36])[CH:37]=[O:38].[c:13]1([CH:19]2[CH2:20][CH2:21][NH:22][CH2:23][CH2:24]2)[cH:14][cH:15][cH:16][cH:17][cH:18]1>>[c:2]1([N:22]2[CH2:21][CH2:20][CH:19]([c:13]3[cH:14][cH:15][cH:16][cH:17][cH:18]3)[CH2:24][CH2:23]2)[c:3]([N+:10](=[O:11])[O-:12])[c:4](=[O:9])[nH:5][c:6]([CH3:8])[n:7]1. Starting materials: Cl (hydrochloric acid), C([O-])([O-])=O.[Na+].[Na+] (sodium carbonate), [C-]#N.[Na+] (sodium cyanide), C(C)(=O)N1CCC2=CC(=CC(=C12)N)Br (N-acetyl-7-amino-5-bromoindoline), N(=O)[O-].[Na+] (sodium nitrite). Solvent: [Cu](C#N)C#N (copper cyanide). Reaction SMILES: Cl.[C:2]([N:5]1[C:13]2[C:8](=[CH:9][C:10]([Br:15])=[CH:11][C:12]=2N)[CH2:7][CH2:6]1)(=[O:4])[CH3:3].N([O-])=O.[Na+].C(=O)([O-])[O-].[Na+].[Na+].[C-:26]#[N:27].[Na+]>[Cu](C#N)C#N>[C:2]([N:5]1[C:13]2[C:8](=[CH:9][C:10]([Br:15])=[CH:11][C:12]=2[C:26]#[N:27])[CH2:7][CH2:6]1)(=[O:4])[CH3:3] |f:2.3,4.5.6,7.8|. Yield: 81.1%. The product is C(C)(=O)N1CCC2=CC(=CC(=C12)C#N)Br (N-acetyl-5-bromo-7-cyanoindoline). Run at temperature -1 celsius, time 30 minute. Procedure details: Into 6N hydrochloric acid (178.5 ml) was suspended N-acetyl-7-amino-5-bromoindoline (51.0 g), and aqueous solution (212 ml) of sodium nitrite (21.2 g) was dropwise added thereto under cooling with stirring over 30 minutes and at the inside temperature of not higher than -1° C. After stirred for 30 minutes at the temperature as such, sodium carbonate was added to the reaction mixture to neutralize it. This reaction mixture was poured into aqueous solution (200 ml) of copper cyanide (27.5 g) and s... Reaction SMILES: [CH:1]1([CH2:11][CH2:12][OH:13])[O:2][CH2:3][CH2:4][c:5]2[cH:6][cH:7][cH:8][cH:9][c:10]21.[CH:31]1([CH2:32][CH2:33][N:34]2[CH2:35][CH2:36][N:37]([c:38]3[cH:39][cH:40][c:41]([C:42]([NH2:43])=[O:44])[cH:45][cH:46]3)[CH2:47][CH2:48]2)[c:49]2[c:50]([cH:51][cH:52][cH:53][cH:54]2)[CH2:55][CH2:56][O:57]1.[Cl:58][CH2:59][CH2:60][CH:61]1[c:62]2[c:63]([cH:64][cH:65][cH:66][cH:67]2)[CH:68]([CH3:69])[CH2:70][O:71]1.[N:14]1([c:21]2[cH:22][cH:23][c:24]([S:27](=[O:28])(=[O:29])[NH2:30])[cH:25][cH:26]2)[CH2:15][CH2:16][NH:17][CH2:18][CH2:19][CH2:20]1.[c:72]1([CH2:73][CH:74]2[CH2:75][O:76][C:77](=[O:78])[N:79]2[C:80](=[O:81])[CH:82]([c:83]2[cH:84][cH:85][cH:86][cH:87][cH:88]2)[CH3:89])[cH:90][cH:91][cH:92][cH:93][cH:94]1>>[CH:1]1([CH2:11][CH2:12][N:17]2[CH2:16][CH2:15][N:14]([c:21]3[cH:22][cH:23][c:24]([S:27](=[O:28])(=[O:29])[NH2:30])[cH:25][cH:26]3)[CH2:20][CH2:19][CH2:18]2)[O:2][CH2:3][CH2:4][c:5]2[cH:6][cH:7][cH:8][cH:9][c:10]21. Starting materials: OCCC1OCCc2ccccc21, NC(=O)c1ccc(N2CCN(CCC3OCCc4ccccc43)CC2)cc1, CC1COC(CCCl)c2ccccc21, NS(=O)(=O)c1ccc(N2CCCNCC2)cc1, CC(C(=O)N1C(=O)OCC1Cc1ccccc1)c1ccccc1. The product is NS(=O)(=O)c1ccc(N2CCCN(CCC3OCCc4ccccc43)CC2)cc1. Reactants: CCN=C=NCCCN(C)C, CN(C)c1ccncc1, ClCCl, Cl, Fc1ccc(C(c2ccccc2)N2CCNCC2)cc1, O=C(O)CN1CCC(c2ccccc2)(c2ccccc2)C1=O. Yields the product O=C(CN1CCC(c2ccccc2)(c2ccccc2)C1=O)N1CCN(C(c2ccccc2)c2ccc(F)cc2)CC1. RXN SMILES: [CH2:44]([N:45]=[C:46]=[N:47][CH2:48][CH2:49][CH2:50][N:51]([CH3:52])[CH3:53])[CH3:54].[CH3:58][N:59]([CH3:60])[c:61]1[cH:62][cH:63][n:64][cH:65][cH:66]1.[Cl:55][CH2:56][Cl:57].[ClH:43].[F:1][c:2]1[cH:3][cH:4][c:5]([CH:8]([N:9]2[CH2:10][CH2:11][NH:12][CH2:13][CH2:14]2)[c:15]2[cH:16][cH:17][cH:18][cH:19][cH:20]2)[cH:6][cH:7]1.[O:21]=[C:22]1[N:23]([CH2:39][C:40](=[O:41])[OH:42])[CH2:24][CH2:25][C:26]1([c:27]1[cH:28][cH:29][cH:30][cH:31][cH:32]1)[c:33]1[cH:34][cH:35][cH:36][cH:37][cH:38]1>>[F:1][c:2]1[cH:3][cH:4][c:5]([CH:8]([N:9]2[CH2:10][CH2:11][N:12]([C:40]([CH2:39][N:23]3[C:22](=[O:21])[C:26]([c:27]4[cH:28][cH:29][cH:30][cH:31][cH:32]4)([c:33]4[cH:34][cH:35][cH:36][cH:37][cH:38]4)[CH2:25][CH2:24]3)=[O:41])[CH2:13][CH2:14]2)[c:15]2[cH:16][cH:17][cH:18][cH:19][cH:20]2)[cH:6][cH:7]1. Procedure details: To a solution of C-(1-benzhydryl-pyrrolidin-3-yl)-methylamine (0.26 g, 0.97 mmol) in dry CH2Cl2 (20 ml) was added diphenylaminoacetic acid (0.22 g, 0.97 mmol) under nitrogen. To the reaction was added EDC (0.37 g, 1.95 mmol) and DMAP (cat) and the reaction mixture stirred under nitrogen at room temperature overnight. The reaction was then concentrated under reduced pressure. The residue dissolved in ethyl acetate: water (10:1) (100 ml). The organic was washed with water (25 ml, 2×) and 10% NaOH ... Starting materials: C(C1=CC=CC=C1)(C1=CC=CC=C1)N1CC(CC1)CN (C-(1-benzhydryl-pyrrolidin-3-yl)-methylamine), C1(=CC=CC=C1)N(C1=CC=CC=C1)CC(=O)O (diphenylaminoacetic acid), C(CCl)Cl (EDC). The yield is 75.0%. Conditions: time 8 hour. The reagents and catalysts are CN(C)C=1C=CN=CC1 (DMAP). Reaction SMILES: [CH:1]([N:14]1[CH2:18][CH2:17][CH:16]([CH2:19][NH2:20])[CH2:15]1)([C:8]1[CH:13]=[CH:12][CH:11]=[CH:10][CH:9]=1)[C:2]1[CH:7]=[CH:6][CH:5]=[CH:4][CH:3]=1.[C:21]1([N:27]([CH2:34][C:35](O)=[O:36])[C:28]2[CH:33]=[CH:32][CH:31]=[CH:30][CH:29]=2)[CH:26]=[CH:25][CH:24]=[CH:23][CH:22]=1.C(Cl)CCl>C(Cl)Cl.CN(C1C=CN=CC=1)C>[CH:1]([N:14]1[CH2:18][CH2:17][CH:16]([CH2:19][NH:20][C:35](=[O:36])[CH2:34][N:27]([C:21]2[CH:26]=[CH:25][CH:24]=[CH:23][CH:22]=2)[C:28]2[CH:33]=[CH:32][CH:31]=[CH:30][CH:29]=2)[CH2:15]1)([C:8]1[CH:13]=[CH:12][CH:11]=[CH:10][CH:9]=1)[C:2]1[CH:3]=[CH:4][CH:5]=[CH:6][CH:7]=1. The solvent is C(Cl)Cl (CH2Cl2). Product: C(C1=CC=CC=C1)(C1=CC=CC=C1)N1CC(CC1)CNC(CN(C1=CC=CC=C1)C1=CC=CC=C1)=O (N-(1-Benzhydryl-pyrrolidin-3-ylmethyl)-2-diphenylamino-acetamide). Starting materials: C(C)(=O)N(C)C1=CC=C(CO)C=C1 (4-(N-acetyl-N-methylamino)benzyl alcohol), P(Br)(Br)Br (PBr3). Yield: 81.0%. As a reaction SMILES: [C:1]([N:4]([C:6]1[CH:13]=[CH:12][C:9]([CH2:10]O)=[CH:8][CH:7]=1)[CH3:5])(=[O:3])[CH3:2].P(Br)(Br)[Br:15]>C(Cl)Cl>[C:1]([N:4]([C:6]1[CH:13]=[CH:12][C:9]([CH2:10][Br:15])=[CH:8][CH:7]=1)[CH3:5])(=[O:3])[CH3:2]. The solvent is C(Cl)Cl (CH2Cl2), C(Cl)Cl (CH2Cl2). Reported procedure: To a solution of 4-(N-acetyl-N-methylamino)benzyl alcohol (543.0 mg, 3.0 mmol), prepared as in step 2, dissolved in dry CH2Cl2 (11.5 mL) was added dropwise 1M PBr3 in CH2Cl2 (3.6 mL, 3.6 mmol) at 0° C. The reaction was stirred at ambient temperature until TLC indicated complete reaction (~5 hours). The resulting solution was partitioned between ethyl acetate and brine. The combined organic layers were decolorized with charcoal, dried (MgSO4), filtered through celite and concentrated in vacuo. Pu... Yields the product C(C)(=O)N(C)C1=CC=C(CBr)C=C1 (4-(N-acetyl-N-methylamino)benzyl bromide). Starting materials: C(C1=CC=CC=C1)OC1=C2CCCC(C2=C(C=C1)F)C(=O)O (5-benzyloxy-8-fluoro-1,2,3,4-tetrahydronaphthalene-1-carboxylic acid), NC=1C=CC(=NC1)C(C)C (5-amino-2-isopropylpyridine). Product: C(C1=CC=CC=C1)OC1=C2CCCC(C2=C(C=C1)F)C(=O)NC=1C=NC(=CC1)C(C)C (5-benzyloxy-8-fluoro-N-(6-isopropylpyridin-3-yl)-1,2,3,4-tetrahydronaphthalene-1-carboxamide). Yield: 88.6%. Reaction SMILES: [CH2:1]([O:8][C:9]1[CH:18]=[CH:17][C:16]([F:19])=[C:15]2[C:10]=1[CH2:11][CH2:12][CH2:13][CH:14]2[C:20](O)=[O:21])[C:2]1[CH:7]=[CH:6][CH:5]=[CH:4][CH:3]=1.[NH2:23][C:24]1[CH:25]=[CH:26][C:27]([CH:30]([CH3:32])[CH3:31])=[N:28][CH:29]=1>>[CH2:1]([O:8][C:9]1[CH:18]=[CH:17][C:16]([F:19])=[C:15]2[C:10]=1[CH2:11][CH2:12][CH2:13][CH:14]2[C:20]([NH:23][C:24]1[CH:29]=[N:28][C:27]([CH:30]([CH3:32])[CH3:31])=[CH:26][CH:25]=1)=[O:21])[C:2]1[CH:3]=[CH:4][CH:5]=[CH:6][CH:7]=1. Procedure details: By the reaction and treatment in the same manner as in Preparation Example 11 using 5-benzyloxy-8-fluoro-1,2,3,4-tetrahydronaphthalene-1-carboxylic acid (2.30 g) and 5-amino-2-isopropylpyridine (1.04 g) as starting materials, 5-benzyloxy-8-fluoro-N-(6-isopropylpyridin-3-yl)-1,2,3,4-tetrahydronaphthalene-1-carboxamide (2.83 g) was obtained. melting point: 184.0° C.